This data is from the Open Reaction Database (ORD), a public repository of structured organic reaction records. The task is: describe an organic reaction: reactants, conditions, products, and yield Reactants: FC=1C=C(C=C(C1)F)CC(=O)N[C@@H](C)C(=O)N[C@H]1[C@H](SC2=C(NC1=O)C=CC=C2)C2=CC(=CC(=C2)F)F (N2-[(3,5-Difluorophenyl)acetyl]-N1-[(2R,3R)-2-(3,5-difluorophenyl)-4-oxo-2,3,4,5-tetrahydro-1,5-benzothiazepin-3-yl]-L-alaninamide), suspension, [H-].[Na+] (NaH), CI (methyl iodide). Run in CN(C)C=O (DMF). Run at time 5 minute. The product is FC=1C=C(C=C(C1)F)CC(=O)N[C@@H](C)C(=O)N[C@H]1[C@H](SC2=C(N(C1=O)C)C=CC=C2)C2=CC(=CC(=C2)F)F (N2-[(3,5-Difluorophenyl)acetyl]-N1-[(2R,3R)-2-(3,5-difluorophenyl)-5-methyl-4-oxo-2,3,4,5-tetrahydro-1,5-benzothiazepin-3-yl]-L-alaninamide). Isolated yield 80.2%. Reaction SMILES: [F:1][C:2]1[CH:3]=[C:4]([CH2:9][C:10]([NH:12][C@H:13]([C:15]([NH:17][C@@H:18]2[C:24](=[O:25])[NH:23][C:22]3[CH:26]=[CH:27][CH:28]=[CH:29][C:21]=3[S:20][C@@H:19]2[C:30]2[CH:35]=[C:34]([F:36])[CH:33]=[C:32]([F:37])[CH:31]=2)=[O:16])[CH3:14])=[O:11])[CH:5]=[C:6]([F:8])[CH:7]=1.[H-].[Na+].[CH3:40]I>CN(C=O)C>[F:1][C:2]1[CH:3]=[C:4]([CH2:9][C:10]([NH:12][C@H:13]([C:15]([NH:17][C@@H:18]2[C:24](=[O:25])[N:23]([CH3:40])[C:22]3[CH:26]=[CH:27][CH:28]=[CH:29][C:21]=3[S:20][C@@H:19]2[C:30]2[CH:31]=[C:32]([F:37])[CH:33]=[C:34]([F:36])[CH:35]=2)=[O:16])[CH3:14])=[O:11])[CH:5]=[C:6]([F:8])[CH:7]=1 |f:1.2|. Procedure details: To a solution of N2-[(3,5difluorophenyl)acetyl]-N1-[(2R,3R)-2-(3,5-difluorophenyl)-4-oxo-2,3,4,5-tetrahydro-1,5-benzothiazepin-3-yl]-L-alaninamide (16) (85 mg, 0.16 mmol) in DMF (1 ml) was added a 60% suspension of NaH (6.6 mg, 0.165 mmol). The reaction was stirred at RT for 5 min and methyl iodide (23 mg, 0.16 mmol) was added via syringe. The reaction was stirred at RT for 3 h and was quenched with dropwise addition of 1N HCl, diluted with water and extracted with ethyl acetate. The organic pha... The reactants are OC=1C=C(C(=O)OC)C=C(C1)OCCOC (3-Hydroxy-5-[2-methoxyethoxy]benzoic acid, methyl ester), C(C)OC(C1=CC(=CC(=C1)CBr)CBr)=O (3,5-bis(bromomethyl)benzoic acid ethyl ester). Product: BrCC=1C=C(C=C(C1)C(=O)OCC)COC=1C=C(C(=O)OC)C=C(C1)OCCOC (3-[[3-Bromomethyl-5-[ethoxycarbonyl]phenyl]methoxy]-5-[2-methoxyethoxy]benzoic acid, methyl ester). Reaction SMILES: [OH:1][C:2]1[CH:3]=[C:4]([CH:9]=[C:10]([O:12][CH2:13][CH2:14][O:15][CH3:16])[CH:11]=1)[C:5]([O:7][CH3:8])=[O:6].[CH2:17]([O:19][C:20](=[O:31])[C:21]1[CH:26]=[C:25]([CH2:27][Br:28])[CH:24]=[C:23]([CH2:29]Br)[CH:22]=1)[CH3:18]>>[Br:28][CH2:27][C:25]1[CH:24]=[C:23]([CH2:29][O:1][C:2]2[CH:3]=[C:4]([CH:9]=[C:10]([O:12][CH2:13][CH2:14][O:15][CH3:16])[CH:11]=2)[C:5]([O:7][CH3:8])=[O:6])[CH:22]=[C:21]([C:20]([O:19][CH2:17][CH3:18])=[O:31])[CH:26]=1. Procedure details: The subtitle compound was prepared from the product of step (iii) (1.5 g) and 3,5-bis(bromomethyl)benzoic acid ethyl ester (4.9g) by the method of example 11 step (i). Purification was by chromatography eluting with 30% ethyl acetate in isohexane. Yield 1.6 g. Used directly in the next step